From a dataset of the Open Reaction Database (ORD), a public repository of structured organic reaction records. describe an organic reaction: reactants, conditions, products, and yield The reactants are N(CC(=O)OCC)CC(=O)OCC (diethyl iminodiacetate), [O-]C#N.[K+] (potassium cyanate), Cl (hydrochloric acid). Yield: 41.0%. Solvent: aqueous solution. Run at time 18 hour. The product is O=C1N(CC(N1)=O)CC(=O)OCC (ethyl 2,4-dioxoimidazolidine-1-acetate). Reaction SMILES: Cl.[NH:2]([CH2:9][C:10]([O:12]CC)=O)[CH2:3][C:4]([O:6][CH2:7][CH3:8])=[O:5].[O-:15][C:16]#[N:17].[K+]>>[O:15]=[C:16]1[NH:17][C:10](=[O:12])[CH2:9][N:2]1[CH2:3][C:4]([O:6][CH2:7][CH3:8])=[O:5] |f:2.3|. Procedure details: Concentrated hydrochloric acid (24.0 mL) was gradually dropped into 350 mL of an aqueous solution containing 27.5 g of diethyl iminodiacetate and 23.3 g of potassium cyanate. After stirring at room temperature for 18 hours, the reaction mixture was concentrated in vacuo. The residue was extracted with ethyl acetate several times and the extracts were combined followed by drying over sodium sulfate. The dried extract was concentrated and the residue was recrystallized from ethanol to give 11.1 g ... Reactants: NC1CCCCN(Cc2ccc(O)cc2)C1=O, O=C(Cl)N1CCC(N2Cc3ccccc3NC2=O)CC1. The product is O=C(NC1CCCCN(Cc2ccc(O)cc2)C1=O)N1CCC(N2Cc3ccccc3NC2=O)CC1. Reaction SMILES: [NH2:1][CH:2]1[C:3](=[O:17])[N:4]([CH2:9][c:10]2[cH:11][cH:12][c:13]([OH:16])[cH:14][cH:15]2)[CH2:5][CH2:6][CH2:7][CH2:8]1.[O:18]=[C:19]1[NH:20][c:21]2[cH:22][cH:23][cH:24][cH:25][c:26]2[CH2:27][N:28]1[CH:29]1[CH2:30][CH2:31][N:32]([C:35](=[O:36])[Cl:37])[CH2:33][CH2:34]1>>[NH:1]([CH:2]1[C:3](=[O:17])[N:4]([CH2:9][c:10]2[cH:11][cH:12][c:13]([OH:16])[cH:14][cH:15]2)[CH2:5][CH2:6][CH2:7][CH2:8]1)[C:35]([N:32]1[CH2:31][CH2:30][CH:29]([N:28]2[C:19](=[O:18])[NH:20][c:21]3[cH:22][cH:23][cH:24][cH:25][c:26]3[CH2:27]2)[CH2:34][CH2:33]1)=[O:36]. The reactants are ClC=1C=C(C=C(C1OC1=NN(C(C(=C1)C(C)C)=O)CO)Cl)N1N=C(C(NC1=O)=O)C#N (2-[3,5-dichloro-4-(1-hydroxymethyl-5-isopropyl-6-oxo-1,6-dihydro-pyridazin-3-yloxy)-phenyl]-3,5-dioxo-2,3,4,5-tetrahydro-[1,2,4]triazine-6-carbonitrile), S(=O)(Cl)Cl (thionyl chloride). Run in O1CCCC1 (tetrahydrofuran). Reaction conditions: temperature 25 celsius, time 8 hour. The product is ClC=1C=C(C=C(C1OC1=NN(C(C(=C1)C(C)C)=O)CCl)Cl)N1N=C(C(NC1=O)=O)C#N (2-[3,5-dichloro-4-(1-chloromethyl-5-isopropyl-6-oxo-1,6-dihydro-pyridazin-3-yloxy)-phenyl]-3,5-dioxo-2,3,4,5-tetrahydro-[1,2,4]triazine-6-carbonitrile). RXN SMILES: [Cl:1][C:2]1[CH:3]=[C:4]([N:22]2[C:27](=[O:28])[NH:26][C:25](=[O:29])[C:24]([C:30]#[N:31])=[N:23]2)[CH:5]=[C:6]([Cl:21])[C:7]=1[O:8][C:9]1[CH:14]=[C:13]([CH:15]([CH3:17])[CH3:16])[C:12](=[O:18])[N:11]([CH2:19]O)[N:10]=1.S(Cl)([Cl:34])=O>O1CCCC1>[Cl:21][C:6]1[CH:5]=[C:4]([N:22]2[C:27](=[O:28])[NH:26][C:25](=[O:29])[C:24]([C:30]#[N:31])=[N:23]2)[CH:3]=[C:2]([Cl:1])[C:7]=1[O:8][C:9]1[CH:14]=[C:13]([CH:15]([CH3:17])[CH3:16])[C:12](=[O:18])[N:11]([CH2:19][Cl:34])[N:10]=1. Reported procedure: A solution of 2-[3,5-dichloro-4-(1-hydroxymethyl-5-isopropyl-6-oxo-1,6-dihydro-pyridazin-3-yloxy)-phenyl]-3,5-dioxo-2,3,4,5-tetrahydro-[1,2,4]triazine-6-carbonitrile (600 mg, 1.29 mmol) in tetrahydrofuran (9.0 mL, 0.14 M) cooled to 0° C. was treated with thionyl chloride (0.28 mL, 3.84 mmol). The reaction mixture was allowed to slowly warm to 25° C. The reaction mixture was stirred at 25° C. overnight. At this time, the reaction mixture was concentrated in vacuo. The residue was taken up in benz... The reactants are N(=[N+]=[N-])CC1=CC2=C(N(C=N2)C2OCCCC2)C=C1 (5-(azidomethyl)-1-(tetrahydro-2H-pyran-2-yl)-1H-benzo[d]imidazole). The reagents and catalysts are [Pd] (Pd—C). The solvent is CO (MeOH). Conditions: time 18 hour. Product: O1C(CCCC1)N1C=NC2=C1C=CC(=C2)CN ((1-(tetrahydro-2H-pyran-2-yl)-1H-benzo[d]imidazol-5-yl)methanamine). The yield is 82.0%. Reaction SMILES: [N:1]([CH2:4][C:5]1[CH:19]=[CH:18][C:8]2[N:9]([CH:12]3[CH2:17][CH2:16][CH2:15][CH2:14][O:13]3)[CH:10]=[N:11][C:7]=2[CH:6]=1)=[N+]=[N-]>CO.[Pd]>[O:13]1[CH2:14][CH2:15][CH2:16][CH2:17][CH:12]1[N:9]1[C:8]2[CH:18]=[CH:19][C:5]([CH2:4][NH2:1])=[CH:6][C:7]=2[N:11]=[CH:10]1. Reported procedure: To a solution of 26 (1.0 g, 3.9 mmol) in MeOH (20 mL) was added 20% Pd—C (200 mg), and the mixture was stirred vigorously under H2 (1 atm.) atmosphere at RT for 18 h. The reaction mixture was filtered through a pad of Celite® and concentrated in vacuo to afford 740 mg (82%) (1-(tetrahydro-2H-pyran-2-yl)-1H-benzo[d]imidazol-5-yl)methanamine (28) as yellow oil, which was used into the next step without further purification: MS (ESI) m/z=232.2 [M+1]+. Starting materials: OC=1C=NC(=NC1)N1C(CC(CC1=O)(C)C)=O (1-(5-hydroxy-pyrimidin-2-yl)-4,4-dimethyl-piperidine-2,6-dione), CN(C(=O)Cl)C1=CC=CC=C1 (N-methyl-N-phenylcarbamoyl chloride), N12CCN(CC1)CC2 (1,4-diazabicyclo-[2,2,2]octane). Solvent: ClCCl (dichloromethane). Product: CC1(CC(N(C(C1)=O)C1=NC=C(C=N1)OC(N(C1=CC=CC=C1)C)=O)=O)C (Methyl-phenyl-carbamic acid 2-(4,4-dimethyl-2,6-dioxo-piperidin-1-yl)-pyrimidin-5-yl ester). RXN SMILES: [OH:1][C:2]1[CH:3]=[N:4][C:5]([N:8]2[C:13](=[O:14])[CH2:12][C:11]([CH3:16])([CH3:15])[CH2:10][C:9]2=[O:17])=[N:6][CH:7]=1.[CH3:18][N:19]([C:23]1[CH:28]=[CH:27][CH:26]=[CH:25][CH:24]=1)[C:20](Cl)=[O:21].N12CCN(CC1)CC2>ClCCl>[CH3:16][C:11]1([CH3:15])[CH2:10][C:9](=[O:17])[N:8]([C:5]2[N:6]=[CH:7][C:2]([O:1][C:20](=[O:21])[N:19]([CH3:18])[C:23]3[CH:28]=[CH:27][CH:26]=[CH:25][CH:24]=3)=[CH:3][N:4]=2)[C:13](=[O:14])[CH2:12]1. Procedure: A solution of 1-(5-hydroxy-pyrimidin-2-yl)-4,4-dimethyl-piperidine-2,6-dione (0.60 g, 2.55 mmol), N-methyl-N-phenylcarbamoyl chloride (0.48 g, 2.81 mmol) and 1,4-diazabicyclo-[2,2,2]octane (0.31 g, 2.81 mmol) in dichloromethane (25 mL) was stirred at room temperature for 15 minutes. The solvent was evaporated in vacuo and the residue was purified by flash column chromatography (SiO2, ethyl acetate:heptane 50:50), yielding the title compound as a white solid.